This data is from the Open Reaction Database (ORD), a public repository of structured organic reaction records. The task is: describe an organic reaction: reactants, conditions, products, and yield Reactants: FC(C1=CC(=NC=2N1N=CC2C(=O)O)C2=CC(=C(C=C2)C(F)(F)F)C)F (7-difluoromethyl-5-(3-methyl-4-trifluoromethyl-phenyl)-pyrazolo[1,5-a]pyrimidine-3-carboxylic acid), CS(=O)(=O)C=1C=C(C=CC1)N (3-methanesulfonyl-phenylamine), Cl (hydrochloride). Yields the product CS(=O)(=O)C=1C=C(C=CC1)NC(=O)C=1C=NN2C1N=C(C=C2C(F)F)C2=CC(=C(C=C2)C(F)(F)F)C (7-Difluoromethyl-5-(3-methyl-4-trifluoromethyl-phenyl)-pyrazolo[1,5-a]pyrimidine-3-carboxylic acid(3-methanesulfonyl-phenyl)-amide). Reaction SMILES: [F:1][CH:2]([F:26])[C:3]1[N:8]2[N:9]=[CH:10][C:11]([C:12]([OH:14])=O)=[C:7]2[N:6]=[C:5]([C:15]2[CH:20]=[CH:19][C:18]([C:21]([F:24])([F:23])[F:22])=[C:17]([CH3:25])[CH:16]=2)[CH:4]=1.[CH3:27][S:28]([C:31]1[CH:32]=[C:33]([NH2:37])[CH:34]=[CH:35][CH:36]=1)(=[O:30])=[O:29].Cl>>[CH3:27][S:28]([C:31]1[CH:32]=[C:33]([NH:37][C:12]([C:11]2[CH:10]=[N:9][N:8]3[C:3]([CH:2]([F:26])[F:1])=[CH:4][C:5]([C:15]4[CH:20]=[CH:19][C:18]([C:21]([F:23])([F:22])[F:24])=[C:17]([CH3:25])[CH:16]=4)=[N:6][C:7]=23)=[O:14])[CH:34]=[CH:35][CH:36]=1)(=[O:29])=[O:30]. Procedure: The title compound was prepared from 7-difluoromethyl-5-(3-methyl-4-trifluoromethyl-phenyl)-pyrazolo[1,5-a]pyrimidine-3-carboxylic acid (example C.5) and 3-methanesulfonyl-phenylamine [commercially available as hydrochloride] according to general procedure II. Light brown solid. MS (ISP) 525.2 [(M+H)+]; mp 261° C. Starting materials: CC[N+](CC)(CC)Cc1ccccc1, CN(C)c1ccccc1, CC#N, [Cl-], [Na+], O=C([O-])O, O, CCOC(=O)c1c(C)nc(O)nc1C, O=P(Cl)(Cl)Cl. As a reaction SMILES: [CH2:35]([N+:36]([CH2:37][CH3:38])([CH2:39][CH3:40])[CH2:41][CH3:42])[c:43]1[cH:44][cH:45][cH:46][cH:47][cH:48]1.[CH3:20][N:21]([c:22]1[cH:23][cH:24][cH:25][cH:26][cH:27]1)[CH3:28].[CH3:49][C:50]#[N:51].[Cl-:34].[Na+:33].[O-:29][C:30]([OH:31])=[O:32].[OH2:52].[OH:6][c:7]1[n:8][c:9]([CH3:19])[c:10]([C:14](=[O:15])[O:16][CH2:17][CH3:18])[c:11]([CH3:13])[n:12]1.[P:1]([Cl:2])([Cl:3])([Cl:4])=[O:5]>>[Cl:3][c:7]1[n:8][c:9]([CH3:19])[c:10]([C:14](=[O:15])[O:16][CH2:17][CH3:18])[c:11]([CH3:13])[n:12]1. Yields the product CCOC(=O)c1c(C)nc(Cl)nc1C. Starting materials: CCO, COc1ccc([N+](=O)[O-])cc1OCCN(C)C. Yields the product COc1ccc(N)cc1OCCN(C)C. As a reaction SMILES: [CH3:18][CH2:19][OH:20].[CH3:1][N:2]([CH2:3][CH2:4][O:5][c:6]1[c:7]([O:15][CH3:16])[cH:8][cH:9][c:10]([N+:12]([O-:13])=[O:14])[cH:11]1)[CH3:17]>>[CH3:1][N:2]([CH2:3][CH2:4][O:5][c:6]1[c:7]([O:15][CH3:16])[cH:8][cH:9][c:10]([NH2:12])[cH:11]1)[CH3:17]. Conditions: time 20 hour. Starting materials: N[C@@H]1[C@@H](CCCC1(F)F)NC=1N=C(C(=NC1)C#N)Cl (5-((1R,2R)-2-amino-3,3-difluorocyclohexylamino)-3-chloropyrazine-2-carbonitrile), N1=CC=C(C=C1)C1=CC=C(N)C=C1 (4-(pyridin-4-yl)aniline), C(=O)([O-])[O-].[K+].[K+] (K2CO3), C=1C=CC(=CC1)P(C=2C=CC=CC2)C3=CC=C4C=CC=CC4=C3C5=C6C=CC=CC6=CC=C5P(C=7C=CC=CC7)C=8C=CC=CC8 (BINAP). As a reaction SMILES: [NH2:1][C@H:2]1[C:7]([F:9])([F:8])[CH2:6][CH2:5][CH2:4][C@H:3]1[NH:10][C:11]1[N:12]=[C:13](Cl)[C:14]([C:17]#[N:18])=[N:15][CH:16]=1.[N:20]1[CH:25]=[CH:24][C:23]([C:26]2[CH:32]=[CH:31][C:29]([NH2:30])=[CH:28][CH:27]=2)=[CH:22][CH:21]=1.C([O-])([O-])=O.[K+].[K+].C1C=CC(P(C2C(C3C(P(C4C=CC=CC=4)C4C=CC=CC=4)=CC=C4C=3C=CC=C4)=C3C(C=CC=C3)=CC=2)C2C=CC=CC=2)=CC=1>O1CCOCC1.CC([O-])=O.CC([O-])=O.[Pd+2]>[NH2:1][C@H:2]1[C:7]([F:9])([F:8])[CH2:6][CH2:5][CH2:4][C@H:3]1[NH:10][C:11]1[N:12]=[C:13]([NH:30][C:29]2[CH:28]=[CH:27][C:26]([C:23]3[CH:22]=[CH:21][N:20]=[CH:25][CH:24]=3)=[CH:32][CH:31]=2)[C:14]([C:17]#[N:18])=[N:15][CH:16]=1 |f:2.3.4,7.8.9|. Product: N[C@@H]1[C@@H](CCCC1(F)F)NC=1N=C(C(=NC1)C#N)NC1=CC=C(C=C1)C1=CC=NC=C1 (5-((1R,2R)-2-amino-3,3-difluorocyclohexylamino)-3-(4-(pyridin-4-yl)phenylamino)pyrazine-2-carbonitrile). Reagents/catalysts: CC(=O)[O-].CC(=O)[O-].[Pd+2] (Pd(OAc)2). Procedure: A mixture of 5-((1R,2R)-2-amino-3,3-difluorocyclohexylamino)-3-chloropyrazine-2-carbonitrile (74 mg, 0.257 mmol), 4-(pyridin-4-yl)aniline (60 mg, 0.352 mmol), K2CO3 (100 mg, 0.724 mmol), BINAP (25 mg, 0.040 mmol) and Pd(OAc)2 (15 mg, 0.066 mmol) in dioxane (4 mL) was degassed with Ar, then was stirred at 110 C for 20 h. The mixture was concentrated in vacuo. The residue was purified by HPLC to give 5-((1R,2R)-2-amino-3,3-difluorocyclohexylamino)-3-(4-(pyridin-4-yl)phenylamino)pyrazine-2-carbonit... Run in O1CCOCC1 (dioxane). Isolated yield 37.9%.